Dataset: the Open Reaction Database (ORD), a public repository of structured organic reaction records. Task: describe an organic reaction: reactants, conditions, products, and yield The reactants are CC(=O)O[BH-](OC(C)=O)OC(C)=O, C1CCOC1, CC=O, Nc1ccc2c(c1)C(=O)N(c1ccccc1C=Cc1n[nH]c3ccccc13)C2=O, [Na+], [Na+], O=C([O-])O. The product is CCNc1ccc2c(c1)C(=O)N(c1ccccc1C=Cc1n[nH]c3ccccc13)C2=O. Reaction SMILES: [C:33]([O:34][BH-:35]([O:36][C:37](=[O:38])[CH3:39])[O:40][C:41](=[O:42])[CH3:43])(=[O:44])[CH3:45].[CH2:52]1[O:53][CH2:54][CH2:55][CH2:56]1.[CH:30]([CH3:31])=[O:32].[NH2:1][c:2]1[cH:3][c:4]2[c:8]([cH:9][cH:10]1)[C:7](=[O:11])[N:6]([c:12]1[c:13]([CH:18]=[CH:19][c:20]3[n:21][nH:22][c:23]4[cH:24][cH:25][cH:26][cH:27][c:28]34)[cH:14][cH:15][cH:16][cH:17]1)[C:5]2=[O:29].[Na+:46].[Na+:47].[OH:48][C:49](=[O:50])[O-:51]>>[NH:1]([c:2]1[cH:3][c:4]2[c:8]([cH:9][cH:10]1)[C:7](=[O:11])[N:6]([c:12]1[c:13]([CH:18]=[CH:19][c:20]3[n:21][nH:22][c:23]4[cH:24][cH:25][cH:26][cH:27][c:28]34)[cH:14][cH:15][cH:16][cH:17]1)[C:5]2=[O:29])[CH2:30][CH3:31]. Starting materials: [Al+3], O=C1CCC(=O)O1, ClCCl, [Cl-], [Cl-], [Cl-], Cl, c1ccc2c(c1)CCc1sccc1C2. The product is O=C(O)CCC(=O)c1cc2c(s1)CCc1ccccc1C2. RXN SMILES: [Al+3:9].[C:1]1(=[O:7])[CH2:2][CH2:3][C:4](=[O:5])[O:6]1.[CH2:27]([Cl:28])[Cl:29].[Cl-:10].[Cl-:11].[Cl-:8].[ClH:26].[s:12]1[c:13]2[c:14]([cH:15][cH:16]1)[CH2:17][c:18]1[c:19]([cH:22][cH:23][cH:24][cH:25]1)[CH2:20][CH2:21]2>>[C:1]([CH2:2][CH2:3][C:4](=[O:5])[OH:6])(=[O:7])[c:16]1[s:12][c:13]2[c:14]([cH:15]1)[CH2:17][c:18]1[c:19]([cH:22][cH:23][cH:24][cH:25]1)[CH2:20][CH2:21]2. The reactants are O=C(CCCCCBr)c1ccccc1, O=C([O-])[O-], Cl, Cl, [K+], [K+], COc1cc(N)c(Cl)cc1C(=O)NCC1CCNCC1OC. Product: COc1cc(N)c(Cl)cc1C(=O)NCC1CCN(CCCCCC(=O)c2ccccc2)CC1OC. Reaction SMILES: [Br:25][CH2:26][CH2:27][CH2:28][CH2:29][CH2:30][C:31](=[O:32])[c:33]1[cH:34][cH:35][cH:36][cH:37][cH:38]1.[C:39](=[O:40])([O-:41])[O-:42].[ClH:1].[ClH:2].[K+:43].[K+:44].[NH2:3][c:4]1[cH:5][c:6]([O:23][CH3:24])[c:7]([C:8](=[O:9])[NH:10][CH2:11][CH:12]2[CH:13]([O:18][CH3:19])[CH2:14][NH:15][CH2:16][CH2:17]2)[cH:20][c:21]1[Cl:22]>>[NH2:3][c:4]1[cH:5][c:6]([O:23][CH3:24])[c:7]([C:8](=[O:9])[NH:10][CH2:11][CH:12]2[CH:13]([O:18][CH3:19])[CH2:14][N:15]([CH2:26][CH2:27][CH2:28][CH2:29][CH2:30][C:31](=[O:32])[c:33]3[cH:34][cH:35][cH:36][cH:37][cH:38]3)[CH2:16][CH2:17]2)[cH:20][c:21]1[Cl:22]. The reactants are C(C)(=O)NC1=CC(=C(C(=O)O)C=C1Cl)OC (4-Acetylamino-5-chloro-methoxybenzoic acid), S(=O)(Cl)Cl (thionyl chloride), NN1CCN(CC1)CC1=CC=CC=C1 (1-amino-4-benzylpiperazine). Reaction conditions: time 6 hour. Product: C(C)(=O)NC1=CC(=C(C(=O)NN2CCN(CC2)CC2=CC=CC=C2)C=C1Cl)OC (4-acetylamino-5-chloro-2-methoxy-N-[4-benzyl-1-piperazinyl]benzamide). Isolated yield 5.8%. Reaction SMILES: [C:1]([NH:4][C:5]1[C:13]([Cl:14])=[CH:12][C:8]([C:9]([OH:11])=O)=[C:7]([O:15][CH3:16])[CH:6]=1)(=[O:3])[CH3:2].S(Cl)(Cl)=O.[NH2:21][N:22]1[CH2:27][CH2:26][N:25]([CH2:28][C:29]2[CH:34]=[CH:33][CH:32]=[CH:31][CH:30]=2)[CH2:24][CH2:23]1>>[C:1]([NH:4][C:5]1[C:13]([Cl:14])=[CH:12][C:8]([C:9]([NH:21][N:22]2[CH2:27][CH2:26][N:25]([CH2:28][C:29]3[CH:30]=[CH:31][CH:32]=[CH:33][CH:34]=3)[CH2:24][CH2:23]2)=[O:11])=[C:7]([O:15][CH3:16])[CH:6]=1)(=[O:3])[CH3:2]. Procedure: 4-Acetylamino-5-chloro-methoxybenzoic acid (3.50 g, 0.144 mole) was treated with thionyl chloride (25 ml) at 50° for 1/2 hour. The mixture was evaporated in vacuo and the residue azeotroped twice with anhydrous benzene (100 ml) and redissolved in anhydrous benzene (100 ml). Triethylamine (1.45 g) was added followed by 1-amino-4-benzylpiperazine (2.75 g 0.144 mole) and the reaction left for 6 hours at room temperature. The mixture was evaporated in vacuo, taken up in water (50 ml) basified with d... The reactants are solution, [OH-].[K+] (KOH), C(CCCCCCCCCCCCCCCCC)P(O)(O)=O (octadecylphosphonic acid). Solvent: O (water), O (water). Reaction conditions: temperature 60 celsius. Yields the product C(CCCCCCCCCCCCCCCCC)P([O-])([O-])=O.[K+].[K+] (Potassium octadecylphosphonate). Reaction SMILES: [OH-].[K+:2].[CH2:3]([P:21](=[O:24])([OH:23])[OH:22])[CH2:4][CH2:5][CH2:6][CH2:7][CH2:8][CH2:9][CH2:10][CH2:11][CH2:12][CH2:13][CH2:14][CH2:15][CH2:16][CH2:17][CH2:18][CH2:19][CH3:20]>O>[CH2:3]([P:21](=[O:22])([O-:24])[O-:23])[CH2:4][CH2:5][CH2:6][CH2:7][CH2:8][CH2:9][CH2:10][CH2:11][CH2:12][CH2:13][CH2:14][CH2:15][CH2:16][CH2:17][CH2:18][CH2:19][CH3:20].[K+:2].[K+:2] |f:0.1,4.5.6|. Procedure: 6.0 mL of a 100 mM solution of KOH was titrated into a dispersed solution of octadecylphosphonic acid (100 mg, 0.3 mmol) in 30 mL of water while stirring. The mixture was then heated to 60° C. while stirring until the water was evaporated (about 3 hours). The resulting white solid was then dried under vacuum. Reactants: CC=1C(=C(C(=O)OC)C=CC1)NS(=O)(=O)NC(C)C (Methyl 3-methyl-2-((((1-methylethyl)amino)-sulfonyl)amino)benzoate), C[O-].[Na+] (sodium methylate). The solvent is CO (methanol). Conditions: time 4 hour. The product is CC1=CC=CC=2C(N(S(NC21)(=O)=O)C(C)C)=O (8-methyl-3-(1-methylethyl)-1H-2,1,3-benzothiadiazin-4(3H)-one-2,2-dioxide). RXN SMILES: [CH3:1][C:2]1[C:3]([NH:12][S:13]([NH:16][CH:17]([CH3:19])[CH3:18])(=[O:15])=[O:14])=[C:4]([CH:9]=[CH:10][CH:11]=1)[C:5](OC)=[O:6].C[O-].[Na+]>CO>[CH3:1][C:2]1[C:3]2[NH:12][S:13](=[O:15])(=[O:14])[N:16]([CH:17]([CH3:19])[CH3:18])[C:5](=[O:6])[C:4]=2[CH:9]=[CH:10][CH:11]=1 |f:1.2|. Procedure details: Methyl 3-methyl-2-((((1-methylethyl)amino)-sulfonyl)amino)benzoate (19.9 grams; 0.07 mole) and sodium methylate (7.5 grams; 0.14 mole) were mixed with 200 ml. of methanol and the resulting mixture heated at the reflux temperature thereof for a period of about four hours. The reaction mixture was then cooled and the methanol removed in vacuo. The resulting residue was dissolved in 200 ml. of water and the resulting solution extracted with 100 ml. of ether. The aqueous layer was then separated and...